Dataset: the Open Reaction Database (ORD), a public repository of structured organic reaction records. Task: describe an organic reaction: reactants, conditions, products, and yield The reactants are BrCCCCl (1-bromo-3-chloropropane), O (water), S1C2=C(C=C1)C=C(C=C2)CCO (2-benzo[b]thiophen-5-yl-1-ethanol), [OH-].[Na+] (sodium hydroxide). Reagents/catalysts: S(=O)(=O)(O)[O-].C(CCC)[N+](CCCC)(CCCC)CCCC (tetra-n-butylammonium hydrogen sulfate). Run in C1(=CC=CC=C1)C (toluene), C1(=CC=CC=C1)C (toluene). Yields the product ClCCCOCCC1=CC2=C(SC=C2)C=C1 (5-[2-(3-chloropropyloxy)ethyl]benzo[b]thiophene). Reaction SMILES: [OH-].[Na+].[S:3]1[CH:7]=[CH:6][C:5]2[CH:8]=[C:9]([CH2:12][CH2:13][OH:14])[CH:10]=[CH:11][C:4]1=2.Br[CH2:16][CH2:17][CH2:18][Cl:19].O>C1(C)C=CC=CC=1.S([O-])(O)(=O)=O.C([N+](CCCC)(CCCC)CCCC)CCC>[Cl:19][CH2:18][CH2:17][CH2:16][O:14][CH2:13][CH2:12][C:9]1[CH:10]=[CH:11][C:4]2[S:3][CH:7]=[CH:6][C:5]=2[CH:8]=1 |f:0.1,6.7|. Procedure: In a mixture of 4 mL of toluene and 8 mL of 50% (W/V) aqueous solution of sodium hydroxide is suspended 2.0 g of 2-benzo[b]thiophen-5-yl-1-ethanol, to which are added 4.4 mL of 1-bromo-3-chloropropane and 0.11 g of tetra-n-butylammonium hydrogen sulfate. The mixture is heated under reflux for 2 hours. The reaction mixture is introduced into a mixture of water and toluene, and the organic layer is separated. The organic layer is washed with water and dried over anhydrous magnesium sulfate, the so... Starting materials: Cl.C(C1=CC=CC=C1)N1CC(C(CC1)=O)C(=O)OCC (1-benzyl-3-ethoxycarbonyl-4-piperidone hydrochloride), Cl.ClCC(=N)N (2-chloroacetamidine hydrochloride), C[O-].[Na+] (sodium methoxide), wt/wt solution, CO (methanol), CO (methanol). Run in O (water). Run at temperature 100 celsius. Yields the product C(C1=CC=CC=C1)N1CC=2N=C(NC(C2CC1)=O)COC (7-Benzyl-5,6,7,8-tetrahydro-2-(methoxymethyl)pyrido[3,4-d]pyrimidin-4(3H)-one). Isolated yield 72.0%. RXN SMILES: Cl.[CH2:2]([N:9]1[CH2:14][CH2:13][C:12](=O)[CH:11](C(OCC)=O)[CH2:10]1)[C:3]1[CH:8]=[CH:7][CH:6]=[CH:5][CH:4]=1.Cl.Cl[CH2:23][C:24]([NH2:26])=[NH:25].[CH3:27][O-:28].[Na+].[CH3:30][OH:31]>O>[CH2:2]([N:9]1[CH2:14][CH2:13][C:12]2[C:27](=[O:28])[NH:26][C:24]([CH2:23][O:31][CH3:30])=[N:25][C:11]=2[CH2:10]1)[C:3]1[CH:4]=[CH:5][CH:6]=[CH:7][CH:8]=1 |f:0.1,2.3,4.5|. Procedure details: A mixture of 1-benzyl-3-ethoxycarbonyl-4-piperidone hydrochloride (0.285 g, 0.96 mmol), 2-chloroacetamidine hydrochloride (0.149 g, 1.16 mmol) and sodium methoxide (1.9 ml of a 25% wt/wt solution in methanol) and methanol (0.5 mL) was heated in a sealed tube in microwave (Emrys Optimizer model, Personal Chemistry) at 100° C. for 15 min. The mixture was allowed to cool to r.t. and concentrated under reduced pressure to leave a brown solid. The solid was taken up in water (30 mL) and extracted wit... Reactants: BrC=1C=C(C=C(C1)OC)OC (5-bromo-1,3-dimethoxy-benzene), [I-].[Na+] (sodium iodide), C[Si](C)(C)Cl (trimethylsilyl chloride). The solvent is O (water), C(C)#N (acetonitrile). Yields the product BrC=1C=C(C=C(C1)O)O (5-bromo-benzene-1,3-diol). Isolated yield 72.9%. As a reaction SMILES: [Br:1][C:2]1[CH:3]=[C:4]([O:10]C)[CH:5]=[C:6]([O:8]C)[CH:7]=1.[I-].[Na+].C[Si](Cl)(C)C>C(#N)C.O>[Br:1][C:2]1[CH:7]=[C:6]([OH:8])[CH:5]=[C:4]([OH:10])[CH:3]=1 |f:1.2|. Reported procedure: To a suspension of 5-bromo-1,3-dimethoxy-benzene (15 g, 67.02 mmol) and sodium iodide (100.5 g, 670.2 mmol) in acetonitrile (577 mL) was added trimethylsilyl chloride (42.39 mL, 335.1 mmol) at room temperature. Then, the resulting light yellow suspension was heated to reflux for 48 h. Then, it was cooled to room temperature and diluted with water (150 mL). The organic compound was extracted into ethyl acetate (2×150 mL) and the combined ethyl acetate extracts were washed with saturated sodium th... Reactants: C1CCOC1, [N-]=[N+]=Nc1ccnc2c1CCN(Cc1ccccc1)C2, O. Yields the product Nc1ccnc2c1CCN(Cc1ccccc1)C2. RXN SMILES: [CH2:21]1[O:22][CH2:23][CH2:24][CH2:25]1.[N:1](=[N+:2]=[N-:3])[c:4]1[cH:5][cH:6][n:7][c:8]2[c:13]1[CH2:12][CH2:11][N:10]([CH2:14][c:15]1[cH:16][cH:17][cH:18][cH:19][cH:20]1)[CH2:9]2.[OH2:26]>>[NH2:1][c:4]1[cH:5][cH:6][n:7][c:8]2[c:13]1[CH2:12][CH2:11][N:10]([CH2:14][c:15]1[cH:16][cH:17][cH:18][cH:19][cH:20]1)[CH2:9]2. The reactants are O=C1OC(=O)C2C3CCC(O3)C12, CC(C)OC(C)C, C1COCCO1, OCc1ccccc1. The product is O=C(O)C1C2CCC(O2)C1C(=O)OCc1ccccc1. RXN SMILES: [CH:1]12[CH:2]3[C:3](=[O:12])[O:4][C:5](=[O:11])[CH:6]3[CH:7]([CH2:8][CH2:9]1)[O:10]2.[CH:21]([O:22][CH:23]([CH3:24])[CH3:25])([CH3:26])[CH3:27].[O:28]1[CH2:29][CH2:30][O:31][CH2:32][CH2:33]1.[OH:13][CH2:14][c:15]1[cH:16][cH:17][cH:18][cH:19][cH:20]1>>[CH:1]12[CH:2]([C:3](=[O:4])[OH:12])[CH:6]([C:5](=[O:11])[O:13][CH2:14][c:15]3[cH:16][cH:17][cH:18][cH:19][cH:20]3)[CH:7]([CH2:8][CH2:9]1)[O:10]2.